This data is from the Open Reaction Database (ORD), a public repository of structured organic reaction records. The task is: describe an organic reaction: reactants, conditions, products, and yield Starting materials: COc1ccccc1-c1ccc2c(c1)C(C=O)=CC(C)(C)N2C(=O)OC(C)(C)C, C=CCOC(CC)C1=CC(C)(C)Nc2ccc(-c3ccccc3OC)cc21, CC[Mg+], C1CCOC1, [Cl-]. Yields the product COc1ccccc1-c1ccc2c(c1)C(C(C)O)=CC(C)(C)N2C(=O)OC(C)(C)C. As a reaction SMILES: [C:1]([CH3:2])([CH3:3])([CH3:4])[O:5][C:6](=[O:7])[N:8]1[C:9]([CH3:28])([CH3:29])[CH:10]=[C:11]([CH:26]=[O:27])[c:12]2[cH:13][c:14](-[c:18]3[c:19]([O:24][CH3:25])[cH:20][cH:21][cH:22][cH:23]3)[cH:15][cH:16][c:17]21.[CH2:30]([O:31][CH:32]([C:33]1=[CH:52][C:49]([CH3:50])([CH3:51])[NH:48][c:35]2[c:34]1[cH:47][c:38](-[c:39]1[cH:40][cH:41][cH:42][cH:43][c:44]1[O:45][CH3:46])[cH:37][cH:36]2)[CH2:53][CH3:54])[CH:55]=[CH2:56].[CH2:58]([Mg+:59])[CH3:60].[CH2:61]1[O:62][CH2:63][CH2:64][CH2:65]1.[Cl-:57]>>[C:1]([CH3:2])([CH3:3])([CH3:4])[O:5][C:6](=[O:7])[N:8]1[C:9]([CH3:28])([CH3:29])[CH:10]=[C:11]([CH:26]([OH:27])[CH3:30])[c:12]2[cH:13][c:14](-[c:18]3[c:19]([O:24][CH3:25])[cH:20][cH:21][cH:22][cH:23]3)[cH:15][cH:16][c:17]21. Reactants: C(C)(=O)NCC(C)(C)C1=CC(=C(C=C1)N)N (4-(2-acetamidomethylprop-2-yl)-1,2-diaminobenzene), Cl (hydrochloric acid), COC1=C(C=CC(=C1)SC)C=1NC2=C(N1)C=CC=C2 (2-(2-methoxy-4-methylmercaptophenyl)-benzimidazole), S([O-])(O)=O (bisulphite), COC1=C(C=O)C=CC(=C1)SC (2-methoxy-4-methylmercaptobenzaldehyde), NCC(C)(C)C1=CC2=C(N=C(N2)C2=C(C=C(C=C2)SC)OC)C=C1 (5-(2-aminomethylpropan-2-yl)-2-(2-methoxy-4-methylmercaptophenyl)-benzimidazole). Run in CO (methanol), C(C)O (ethanol). Product: CS(=O)(=O)NCC(C)(C)C1=CC2=C(N=C(N2)C2=C(C=C(C=C2)SC)OC)C=C1 (5-(2-Methylsulphonylaminomethylpropan-2-yl)-2-(2-methoxy-4-methylmercaptophenyl)-benzimidazole). As a reaction SMILES: [C:1](NCC(C1C=CC(N)=C(N)C=1)(C)C)(=O)C.[S:17](=[O:20])(O)[O-:18].COC1C=C(SC)C=CC=1C=O.COC1C=C(SC)C=CC=1C1NC2C=CC=CC=2N=1.Cl.[NH2:53][CH2:54][C:55]([C:58]1[CH:76]=[CH:75][C:61]2[N:62]=[C:63]([C:65]3[CH:70]=[CH:69][C:68]([S:71][CH3:72])=[CH:67][C:66]=3[O:73][CH3:74])[NH:64][C:60]=2[CH:59]=1)([CH3:57])[CH3:56]>C(O)C.CO>[CH3:1][S:17]([NH:53][CH2:54][C:55]([C:58]1[CH:76]=[CH:75][C:61]2[N:62]=[C:63]([C:65]3[CH:70]=[CH:69][C:68]([S:71][CH3:72])=[CH:67][C:66]=3[O:73][CH3:74])[NH:64][C:60]=2[CH:59]=1)([CH3:57])[CH3:56])(=[O:20])=[O:18]. Procedure details: Air is passed into a solution of 13 g. of 4-(2-acetamidomethylprop-2-yl)-1,2-diaminobenzene (obtained in Example 1f) and 18 g. of the bisulphite adduct of 2-methoxy-4-methylmercaptobenzaldehyde in 500 ml. methanol for 8 hours at ambient temperature. The reaction mixture is then evaporated and the residue purified by column chromatography (1.5 liters silica gel; trichloromethane:methanol:glacial acetic acid 10:1:0.2 v/v/v). There are obtained 16 g. 5-(2-acetamidomethylpropan-2-yl)-2-yl)-2-(2-meth... Run at time 2 hour. Starting materials: C(=O)(O)[O-].[Na+] (NaHCO3), S(=S)(=O)([O-])[O-].[Na+].[Na+] (sodium thiosulfate), N(=[N+]=[N-])[C@H]1[C@@H](CO[C@@H](CC1)C1=C(C=NN1C)[N+](=O)[O-])O ((3S,4R,7S)-4-azido-7-(1-methyl-4-nitro-1H-pyrazol-5-yl)oxepan-3-ol), N(=[N+]=[N-])[C@H]1[C@@H](CO[C@@H](CC1)C1=C(C=NN1C)[N+](=O)[O-])O ((3S,4R,7S)-4-azido-7-(1-methyl-4-nitro-1H-pyrazol-5-yl)oxepan-3-ol), CC(=O)OI1(C=2C=CC=CC2C(=O)O1)(OC(=O)C)OC(=O)C (Dess-Martin). RXN SMILES: [N:1]([C@@H:4]1[CH2:10][CH2:9][C@@H:8]([C:11]2[N:15]([CH3:16])[N:14]=[CH:13][C:12]=2[N+:17]([O-:19])=[O:18])[O:7][CH2:6][C@H:5]1[OH:20])=[N+:2]=[N-:3].CC(OI1(OC(C)=O)(OC(C)=O)OC(=O)C2C=CC=CC1=2)=O.C([O-])(O)=O.[Na+].S([O-])([O-])(=O)=S.[Na+].[Na+]>C(Cl)Cl>[N:1]([C@@H:4]1[CH2:10][CH2:9][C@@H:8]([C:11]2[N:15]([CH3:16])[N:14]=[CH:13][C:12]=2[N+:17]([O-:19])=[O:18])[O:7][CH2:6][C:5]1=[O:20])=[N+:2]=[N-:3] |f:2.3,4.5.6|. Solvent: C(Cl)Cl (DCM). The yield is 79.1%. The product is N(=[N+]=[N-])[C@H]1C(CO[C@@H](CC1)C=1N(N=CC1[N+](=O)[O-])C)=O ((4R,7S)-4-azido-7-(2-methyl-4-nitro-pyrazol-3-yl)oxepan-3-one). Procedure details: To a solution of (3S,4R,7S)-4-azido-7-(1-methyl-4-nitro-1H-pyrazol-5-yl)oxepan-3-ol (1.4 g, 4.96 mmol, intermediate 90) in DCM (35 mL) was added Dess-Martin peridionane (2.52 g, 5.96 mmol) and the mixture stirred at room temperature for 2 hr. Aqueous saturated NaHCO3 (60 mL) and 20% sodium thiosulfate solution (50 mL) were added and the reaction mixture was stirred for 30 min until full dissolution of salts was observed. The organic layer was separated, dried over MgSO4 and solvents removed unde... The reactants are [H-].[Na+] (NaH), O (H2O), ClC1=NC=C(C=C1C)O (2-chloro-5-hydroxy-3-methylpyridine), CI (CH3I). Solvent: CN(C)C=O (DMF), CN(C)C=O (DMF). The product is ClC1=NC=C(C=C1C)OC (2-chloro-5-methoxy-3-methylpyridine). The yield is 101.5%. Reaction SMILES: [H-].[Na+].[Cl:3][C:4]1[C:9]([CH3:10])=[CH:8][C:7]([OH:11])=[CH:6][N:5]=1.[CH3:12]I.O>CN(C=O)C>[Cl:3][C:4]1[C:9]([CH3:10])=[CH:8][C:7]([O:11][CH3:12])=[CH:6][N:5]=1 |f:0.1|. Reported procedure: Into a flame dried flask under N2 was placed DMF (150 mL), NaH (50% oil dispersion, 4.0 g, 0.08 mol) and 2-chloro-5-hydroxy-3-methylpyridine (11.7 g, 0.08 mol). The solution was stirred at 0°-5° C. until the evolution of H2 ceased and then a solution of CH3I (5.6 mL, 0.09 mol) in DMF (50 mL) was added dropwise. After the addition, the solution was allowed to stir at room temperature overnight. The resulting slurry was added to H2O and extracted with Et2 0 (3×). The organic layer was concentrated... The reactants are O (water), FC(C(=O)OOC(C(C(F)(F)F)(F)F)=O)(C(F)(F)F)F (perfluoropropionyl peroxide), FC(C(C(C(F)(F)F)(F)F)(F)F)(F)SC(C(C(C(F)(F)F)(F)F)(F)F)(F)F (bis(perfluoro-n-butyl) sulfide), FC(=C(F)F)F (tetrafluoroethylene), C=C (ethylene). Reaction conditions: temperature 59 celsius, time 4 hour. Yields the product FC(C(C(C(F)(F)F)(F)F)(F)F)(F)SC(C(C(C(F)(F)F)(F)F)(F)F)(F)F.O (Bis(perfluoro-n-butyl) Sulfide H2O). Yield: 29.0%. As a reaction SMILES: O.FC(F)(C(F)(F)F)C(OOC(=O)C(F)(F)C(F)(F)F)=[O:5].C=C.FC(F)=C(F)F.[F:30][C:31]([S:43][C:44]([F:56])([F:55])[C:45]([F:54])([F:53])[C:46]([F:52])([F:51])[C:47]([F:50])([F:49])[F:48])([F:42])[C:32]([F:41])([F:40])[C:33]([F:39])([F:38])[C:34]([F:37])([F:36])[F:35]>>[F:42][C:31]([S:43][C:44]([F:55])([F:56])[C:45]([F:53])([F:54])[C:46]([F:51])([F:52])[C:47]([F:48])([F:49])[F:50])([F:30])[C:32]([F:41])([F:40])[C:33]([F:39])([F:38])[C:34]([F:37])([F:36])[F:35].[OH2:5] |f:5.6|. Reported procedure: A 400-ml vessel was loaded with 100 mL of deionized water. The pressure vessel was then chilled and maintained around -20° C. while further loading with 5 ml of 0.036M perfluoropropionyl peroxide in bis(perfluoro-n-butyl) sulfide, pulling the air off with a vacuum pump, adding 14 g of ethylene, and finally adding 50 g of tetrafluoroethylene. Polymerization set in during warm up at 59° C. and 892 psi, pressure continuing to drop to 751 psi at 60° C. about 4 hours later. The product was washed wit... Starting materials: CCO, COC(=O)C(NC(=O)c1ccc(-c2ccc([N+](=O)[O-])cc2)cc1Cl)C(C)C, Cl, [Fe]. Product: COC(=O)C(NC(=O)c1ccc(-c2ccc(N)cc2)cc1Cl)C(C)C. RXN SMILES: [CH3:29][CH2:30][OH:31].[Cl:1][c:2]1[cH:3][c:4](-[c:19]2[cH:20][cH:21][c:22]([N+:25]([O-:26])=[O:27])[cH:23][cH:24]2)[cH:5][cH:6][c:7]1[C:8](=[O:9])[NH:10][CH:11]([CH:12]([CH3:13])[CH3:14])[C:15](=[O:16])[O:17][CH3:18].[ClH:28].[Fe:32]>>[Cl:1][c:2]1[cH:3][c:4](-[c:19]2[cH:20][cH:21][c:22]([NH2:25])[cH:23][cH:24]2)[cH:5][cH:6][c:7]1[C:8](=[O:9])[NH:10][CH:11]([CH:12]([CH3:13])[CH3:14])[C:15](=[O:16])[O:17][CH3:18]. Reactants: ClC1=NC=CC2=C1SC(=N2)C2=C(C=C(C=C2Cl)I)Cl (4-chloro-2-(2,6-dichloro-4-iodophenyl)-thiazolo[5,4-c]pyridine), BrCCBr (1,2-dibromoethane), C[Si](C)(C)Cl (trimethylsilyl chloride), C(C)(C)(C)OC(=O)N1CC(C1)I (3-iodoazetidine-1-carboxylic acid tert-butyl ester). Reagents/catalysts: C1=CC=C(C=C1)P([C-]2C=CC=C2)C3=CC=CC=C3.C1=CC=C(C=C1)P([C-]2C=CC=C2)C3=CC=CC=C3.Cl[Pd]Cl.[Fe+2].C(Cl)Cl (PdCl2(dppf)•DCM), [Cu]I (CuI), [Zn] (Zinc). Solvent: CN(C(C)=O)C (N,N-dimethylacetamide), CN(C(C)=O)C (N,N-dimethylacetamide), CN(C(C)=O)C (N,N-dimethylacetamide). Reaction conditions: time 15 minute. Yields the product C(C)(C)(C)OC(=O)N1CC(C1)C1=CC(=C(C(=C1)Cl)C=1SC=2C(=NC=CC2N1)Cl)Cl (3-[3,5-Dichloro-4-(4-chlorothiazolo[5,4-c]pyridin-2-yl)-phenyl]-azetidine-1-carboxylic acid tert-butyl ester). Yield: 33.7%. Reaction SMILES: BrCCBr.C[Si](Cl)(C)C.[C:10]([O:14][C:15]([N:17]1[CH2:20][CH:19](I)[CH2:18]1)=[O:16])([CH3:13])([CH3:12])[CH3:11].[Cl:22][C:23]1[C:28]2[S:29][C:30]([C:32]3[C:37]([Cl:38])=[CH:36][C:35](I)=[CH:34][C:33]=3[Cl:40])=[N:31][C:27]=2[CH:26]=[CH:25][N:24]=1>CN(C)C(=O)C.[Zn].C1C=CC(P(C2C=CC=CC=2)[C-]2C=CC=C2)=CC=1.C1C=CC(P(C2C=CC=CC=2)[C-]2C=CC=C2)=CC=1.Cl[Pd]Cl.[Fe+2].C(Cl)Cl.[Cu]I>[C:10]([O:14][C:15]([N:17]1[CH2:20][CH:19]([C:35]2[CH:36]=[C:37]([Cl:38])[C:32]([C:30]3[S:29][C:28]4[C:23]([Cl:22])=[N:24][CH:25]=[CH:26][C:27]=4[N:31]=3)=[C:33]([Cl:40])[CH:34]=2)[CH2:18]1)=[O:16])([CH3:13])([CH3:12])[CH3:11] |f:6.7.8.9.10|. Procedure details: Zinc dust (0.116 g, 1.77 mmol) and celpure P65 (0.025 g) were stirred under an argon atmosphere for 30 minutes. N,N-dimethylacetamide (0.5 mL) was added followed by 1,2-dibromoethane (0.014 mL, 0.163 mmol) and trimethylsilyl chloride (0.021 mL, 0.163 mmol). The reaction mixture was stirred at room temperature for 15 minutes, then a solution of 3-iodoazetidine-1-carboxylic acid tert-butyl ester (0.385 g, 1.36 mmol) in N,N-dimethylacetamide (1 mL) was added and stirring at room temperature was con... Starting materials: C(C)(=O)OCC (ethyl acetate), ( 94.1 ), CC1(CC(CC(N1[O])(C)C)O)C (Tempol), C1(CC1)C(=O)O (cyclopropanecarboxylic acid), C1CCC(CC1)N=C=NC2CCCCC2 (DCC). Conditions: time 8 hour. RXN SMILES: C[C:2]1(C)[N:7]([O])[C:6](C)(C)[CH2:5][CH:4](O)[CH2:3]1.C1(C(O)=O)CC1.[CH2:19]1[CH2:24][CH2:23][CH:22]([N:25]=[C:26]=[N:27][CH:28]2[CH2:33][CH2:32][CH2:31][CH2:30][CH2:29]2)[CH2:21][CH2:20]1.C(OCC)(=O)C>CN(C1C=CN=CC=1)C.ClCCl.CCCCCC>[CH2:31]1[CH2:30][CH2:29][CH:28]([N:27]=[C:26]=[N:25][CH:22]2[CH2:23][CH2:24][CH2:19][CH2:20][CH2:21]2)[CH2:33][CH2:32]1.[CH3:22][N:25]([C:4]1[CH:3]=[CH:2][N:7]=[CH:6][CH:5]=1)[CH3:26] |f:7.8,^1:4|. Procedure details: To a stirred solution of Tempol (1.72 g, 0.01 mmole), cyclopropanecarboxylic acid (0.946 g, 0.011 mmole), and DMAP (0.12, 0.001 mmole) in dichloromethane (25 ml) was added DCC (2.27 g, 0.11 mmole) and the mixture was stirred overnight at room temperature. The mixture was filtered over celite and the solution was evaporated under reduced pressure. The product was isolated by silica gel column chromatography using first hexane and then 10% ethyl acetate in hexane. Yield: 2.26 g (94.1). IR and NMR ... The product is C1CCC(CC1)N=C=NC2CCCCC2.CN(C)C=1C=CN=CC1 (DCC DMAP). The reagents and catalysts are CN(C)C=1C=CN=CC1 (DMAP). Run in CCCCCC (hexane), CCCCCC (hexane), ClCCl (dichloromethane).